Dataset: the Open Reaction Database (ORD), a public repository of structured organic reaction records. Task: describe an organic reaction: reactants, conditions, products, and yield Starting materials: Cl.NO (hydroxylamine hydrochloride), C(OC)(OC)OC (trimethyl orthoformate), 4-aminobenzaldehyde ethylene glycol acetal, [N-]=C=O.COC(C(N)C)=O (DL-alanine methyl ester isocyanate), N1=CC=CC=C1 (pyridine), C1CCOC1 (THF), C1CCOC1 (THF). The solvent is CO (CH3OH). Run at time 2 hour. Yields the product ON=CC1=CC=C(C=C1)NC(=O)NC(C)C(=O)OC (N-[4-(hydroxyiminomethyl)phenyl]-N'-(1-methoxycarbonylethyl)urea). RXN SMILES: [N-:1]=[C:2]=[O:3].[CH3:4][O:5][C:6](=[O:10])[CH:7]([CH3:9])[NH2:8].[N:11]1[CH:16]=[CH:15][CH:14]=[CH:13][CH:12]=1.Cl.N[OH:19].C(OC)(OC)OC.[CH2:27]1COC[CH2:28]1>CO>[OH:19][N:11]=[CH:16][C:15]1[CH:28]=[CH:27][C:12]([NH:1][C:2]([NH:8][CH:7]([C:6]([O:5][CH3:4])=[O:10])[CH3:9])=[O:3])=[CH:13][CH:14]=1 |f:0.1,3.4|. Procedure details: N-[4-(hydroxyiminomethyl)phenyl]-N'-(1-methoxycarbonylethyl)urea is prepared as follows: A solution of 0.1 mol of 4-aminobenzaldehyde ethylene glycol acetal in 100 mL of anhydrous THF is added dropwise over 10 minutes to a solution of 0.1 mol and DL-alanine methyl ester isocyanate and 0.35 mol pyridine in 100 mL THF at room temperature under N2. The yellow reaction mixture is stirred at room temperature for 2 hours. After 1/2 hour a yellow-orange precipitate begins to form. After 2 hours the sol...